This data is from the Open Reaction Database (ORD), a public repository of structured organic reaction records. The task is: describe an organic reaction: reactants, conditions, products, and yield Starting materials: C(C)OC=1N=C2C(=C(C=NC2=CC1)C#N)O (6-ethoxy-4-hydroxyl-[1.5]naphthyridine-3-carbonitrile), O=P(Cl)(Cl)Cl (POCl3). The product is ClC1=C(C=NC2=CC=C(N=C12)OCC)C#N (4-Chloro-6-ethoxy-[1.5]naphthyridine-3-carbonitrile). Yield: 100.0%. As a reaction SMILES: [CH2:1]([O:3][C:4]1[N:5]=[C:6]2[C:11](=[CH:12][CH:13]=1)[N:10]=[CH:9][C:8]([C:14]#[N:15])=[C:7]2O)[CH3:2].O=P(Cl)(Cl)[Cl:19]>>[Cl:19][C:7]1[C:6]2[C:11](=[CH:12][CH:13]=[C:4]([O:3][CH2:1][CH3:2])[N:5]=2)[N:10]=[CH:9][C:8]=1[C:14]#[N:15]. Procedure details: A solution of 6-ethoxy-4-hydroxyl-[1.5]naphthyridine-3-carbonitrile (500 mg, mmol) in POCl3 was heated at reflux for 2 hrs under nitrogen. The temperature was reduced to 45-50° C. (bath) and heated at this temperature for an additional 2 hrs. After cooling, the solvent was removed by rotary evaporation. The residue was treated with a mixture of ice and water, made basic by using NH4OH, and extracted with CH2Cl2. The combined extracts were washed (brine), dried (Na2SO4), and concentrated to give ...